This data is from the Open Reaction Database (ORD), a public repository of structured organic reaction records. The task is: describe an organic reaction: reactants, conditions, products, and yield RXN SMILES: [C:18]([n:19]1[cH:20][cH:21][n:22][cH:23]1)([n:24]1[cH:25][cH:26][n:27][cH:28]1)=[O:29].[C:1]([CH3:2])([CH3:3])([CH3:4])[O:5][C:6](=[O:7])[NH:8][C:9]1([C:15](=[O:16])[OH:17])[CH:10]([CH:12]([F:13])[F:14])[CH2:11]1.[CH2:37]1[CH2:38][CH2:39][C:40]2=[N:45][CH2:44][CH2:43][CH2:42][N:41]2[CH2:46][CH2:47]1.[CH:30]1([S:33](=[O:34])(=[O:35])[NH2:36])[CH2:31][CH2:32]1.[O:48]1[CH2:49][CH2:50][CH2:51][CH2:52]1>>[C:1]([CH3:2])([CH3:3])([CH3:4])[O:5][C:6](=[O:7])[NH:8][C:9]1([C:15](=[O:17])[NH:36][S:33]([CH:30]2[CH2:31][CH2:32]2)(=[O:34])=[O:35])[CH:10]([CH:12]([F:13])[F:14])[CH2:11]1. The reactants are O=C(n1ccnc1)n1ccnc1, CC(C)(C)OC(=O)NC1(C(=O)O)CC1C(F)F, C1CCC2=NCCCN2CC1, NS(=O)(=O)C1CC1, C1CCOC1. The product is CC(C)(C)OC(=O)NC1(C(=O)NS(=O)(=O)C2CC2)CC1C(F)F. Reaction SMILES: [CH2:1]([CH3:2])[O:3][C:4](=[O:5])[c:6]1[cH:7][n:8]([CH2:19][c:20]2[c:21]([F:27])[cH:22][cH:23][cH:24][c:25]2[F:26])[c:9]2[cH:10][c:11]([Br:18])[c:12]([CH3:17])[cH:13][c:14]2[c:15]1=[O:16].[CH3:48][CH2:49][O:50][C:51](=[O:52])[CH3:53].[Cl:54][CH2:55][Cl:56].[N:36]([C:37]([CH3:38])([CH3:39])[C:40]#[N:41])=[N:42][C:43]([CH3:44])([CH3:45])[C:46]#[N:47].[O:28]=[C:29]1[N:30]([Br:35])[C:31](=[O:32])[CH2:33][CH2:34]1>>[CH2:1]([CH3:2])[O:3][C:4](=[O:5])[c:6]1[cH:7][n:8]([CH2:19][c:20]2[c:21]([F:27])[cH:22][cH:23][cH:24][c:25]2[F:26])[c:9]2[cH:10][c:11]([Br:18])[c:12]([CH2:17][Br:35])[cH:13][c:14]2[c:15]1=[O:16]. Yields the product CCOC(=O)c1cn(Cc2c(F)cccc2F)c2cc(Br)c(CBr)cc2c1=O. Starting materials: CCOC(=O)c1cn(Cc2c(F)cccc2F)c2cc(Br)c(C)cc2c1=O, CCOC(C)=O, ClCCl, CC(C)(C#N)N=NC(C)(C)C#N, O=C1CCC(=O)N1Br.